This data is from the Open Reaction Database (ORD), a public repository of structured organic reaction records. The task is: describe an organic reaction: reactants, conditions, products, and yield Starting materials: O=C(CBr)c1ccc(Cl)cc1, CO, CS, [Na+], C1CCOC1, [OH-]. Yields the product CSCC(=O)c1ccc(Cl)cc1. RXN SMILES: [Br:5][CH2:6][C:7](=[O:8])[c:9]1[cH:10][cH:11][c:12]([Cl:15])[cH:13][cH:14]1.[CH3:16][OH:17].[CH3:3][SH:4].[Na+:2].[O:18]1[CH2:19][CH2:20][CH2:21][CH2:22]1.[OH-:1]>>[CH3:3][S:4][CH2:6][C:7](=[O:8])[c:9]1[cH:10][cH:11][c:12]([Cl:15])[cH:13][cH:14]1.